From a dataset of the Open Reaction Database (ORD), a public repository of structured organic reaction records. describe an organic reaction: reactants, conditions, products, and yield Starting materials: C(=O)(N1C=NC=C1)N1C=NC=C1 (carbonyldiimidazole), ClC1=CC=C(C=C1)S(=O)(=O)NCCC1=CC=C(C=C1)C(=CCCCC(=O)O)C=1C=NC=CC1 (6-(4-(2-(4-chlorobenzenesulphonylamino)ethyl)phenyl)-6-(3-pyridyl)hex-5-enoic acid), C(C)NCC (diethylamine). Solvent: O1CCCC1 (tetrahydrofuran). Yields the product C(C)N(C(CCCC=C(C=1C=NC=CC1)C1=CC=C(C=C1)CCNS(=O)(=O)C1=CC=C(C=C1)Cl)=O)CC (6-(4-(2-(4-Chlorobenzenesulphonylamino)ethyl)phenyl)-6-(3-pyridyl)-hex-5-enoic acid diethylamide). Reaction SMILES: [Cl:1][C:2]1[CH:7]=[CH:6][C:5]([S:8]([NH:11][CH2:12][CH2:13][C:14]2[CH:19]=[CH:18][C:17]([C:20]([C:28]3[CH:29]=[N:30][CH:31]=[CH:32][CH:33]=3)=[CH:21][CH2:22][CH2:23][CH2:24][C:25](O)=[O:26])=[CH:16][CH:15]=2)(=[O:10])=[O:9])=[CH:4][CH:3]=1.C(N1C=CN=C1)(N1C=CN=C1)=O.[CH2:46]([NH:48][CH2:49][CH3:50])[CH3:47]>O1CCCC1>[CH2:46]([N:48]([CH2:49][CH3:50])[C:25](=[O:26])[CH2:24][CH2:23][CH2:22][CH:21]=[C:20]([C:17]1[CH:16]=[CH:15][C:14]([CH2:13][CH2:12][NH:11][S:8]([C:5]2[CH:4]=[CH:3][C:2]([Cl:1])=[CH:7][CH:6]=2)(=[O:10])=[O:9])=[CH:19][CH:18]=1)[C:28]1[CH:29]=[N:30][CH:31]=[CH:32][CH:33]=1)[CH3:47]. Procedure: 1.0 g of 6-(4-(2-(4-chlorobenzenesulphonylamino)ethyl)phenyl)-6-(3-pyridyl)hex-5-enoic acid are dissolved in 15 ml of tetrahydrofuran and stirred for 15 minutes with 0.49 g of carbonyldiimidazole. Then 1 ml of diethylamine is added and the mixture is refluxed for 2 hours. It is then concentrated by evaporation and the residue is taken up in ethyl acetate and dried. Finally, it is chromatographed over a silica gel column using ethyl acetate as eluant. Starting materials: CN, Cc1ccccc1, O=C=Nc1cc(Cl)c(Cl)cc1Oc1ccccc1. The product is CNC(=O)Nc1cc(Cl)c(Cl)cc1Oc1ccccc1. RXN SMILES: [CH3:1][NH2:2].[CH3:21][c:22]1[cH:23][cH:24][cH:25][cH:26][cH:27]1.[O:3]([c:4]1[cH:5][cH:6][cH:7][cH:8][cH:9]1)[c:10]1[c:11]([N:18]=[C:19]=[O:20])[cH:12][c:13]([Cl:17])[c:14]([Cl:16])[cH:15]1>>[CH3:1][NH:2][C:19]([NH:18][c:11]1[c:10]([O:3][c:4]2[cH:5][cH:6][cH:7][cH:8][cH:9]2)[cH:15][c:14]([Cl:16])[c:13]([Cl:17])[cH:12]1)=[O:20]. Reactants: [H-].[Na+] (sodium hydride), BrC=1C=C(C=CC1)O (3-bromophenol), ClCC1=NC2=CC=CC=C2C=C1 (2-(chloromethyl)quinoline). The solvent is CN(C=O)C (dimethylformamide), CN(C=O)C (dimethylformamide). Run at time 8 hour. The product is BrC=1C=C(OCC2=NC3=CC=CC=C3C=C2)C=CC1 (2-[(3-Bromophenoxy)methyl]quinoline). Isolated yield 55.4%. RXN SMILES: [H-].[Na+].[Br:3][C:4]1[CH:5]=[C:6]([OH:10])[CH:7]=[CH:8][CH:9]=1.Cl[CH2:12][C:13]1[CH:22]=[CH:21][C:20]2[C:15](=[CH:16][CH:17]=[CH:18][CH:19]=2)[N:14]=1>CN(C)C=O>[Br:3][C:4]1[CH:5]=[C:6]([CH:7]=[CH:8][CH:9]=1)[O:10][CH2:12][C:13]1[CH:22]=[CH:21][C:20]2[C:15](=[CH:16][CH:17]=[CH:18][CH:19]=2)[N:14]=1 |f:0.1|. Reported procedure: To 60% sodium hydride (9.8 g, 245 mmol) in 250 mL dimethylformamide at 5° C. under nitrogen is added portionwise 3-bromophenol (42.6 g, 246 mmol). After thirty minutes a solution of 2-(chloromethyl)quinoline (43.6 g, 246 mmol) in 250 mL dimethylformamide is rapidly added. The reaction is allowed to warm to room temperature. After overnight stirring, the reaction is freed of solvent and then partitioned between 1N sodium hydroxide and methylene chloride. The organic layer is separated, dried over... Reactants: [OH-].[Na+] (sodium hydroxide), C(C)(=O)O (acetic acid), (E)-4-methyl-6-acetoxy-4-hexen-1-yltriphenylphosphonium iodide, C(C)OC(C(CC\C=C(/CCC=C(C)C)\C)=O)OCC ((Z)-1,1-diethoxy-6,10-dimethyl-5,9-undecadien-2-one), ice water, [BH4-].[Na+] (sodium borohydride). Run in O1CCCC1 (tetrahydrofuran), O1CCCC1 (tetrahydrofuran). Reaction conditions: temperature -20 celsius, time 1 hour. Product: OC/C(=C/CC/C(=C/CO)/C)/CC\C=C(/CCC=C(C)C)\C ((E,E,Z)-7-Hydroxymethyl-3,11,15-trimethyl-2,6,10,14-hexadecatetraen-1-ol). Reaction SMILES: C(O[CH:4]([O:18]CC)[C:5](=O)[CH2:6][CH2:7]/[CH:8]=[C:9](/[CH3:16])\[CH2:10][CH2:11][CH:12]=[C:13]([CH3:15])[CH3:14])C.[OH-].[Na+].[C:23]([OH:26])(=O)[CH3:24].[BH4-].[Na+]>O1CCCC1>[OH:18][CH2:4]/[C:5](/[CH2:6][CH2:7]/[CH:8]=[C:9](/[CH3:16])\[CH2:10][CH2:11][CH:12]=[C:13]([CH3:14])[CH3:15])=[CH:4]/[CH2:5][CH2:6]/[C:7](/[CH3:8])=[CH:24]/[CH2:23][OH:26] |f:1.2,4.5|. Procedure: In 125 ml of anhydrous tetrahydrofuran was suspended 18 g of (E)-4-methyl-6-acetoxy-4-hexen-1-yltriphenylphosphonium iodide, and to this suspension was added dropwise two molar equivalents of a n-butyllithium-hexane solution at -20° C. in a stream of nitrogen. The resulting mixture was stirred at -20° C. for one hour and to this was further added 8.4 g of (Z)-1,1-diethoxy-6,10-dimethyl-5,9-undecadien-2-one (prepared in Referential example 3) in 25 ml of anhydrous tetrahydrofuran. The mixture was... Starting materials: C1=C(C2=NNCCCCCCCC2)CCCCCCCCC1, ClC(c1ccccc1)(c1ccccc1)c1ccccc1, Cl, Cl, NC(=O)C(N)C1CN=CNC1, CN(C)C=O. The product is NC(=O)C(N)C1CN=CN(C(c2ccccc2)(c2ccccc2)c2ccccc2)C1. RXN SMILES: [C:14]1([C:15]2=[CH:25][CH2:24][CH2:23][CH2:22][CH2:21][CH2:20][CH2:19][CH2:18][CH2:17][CH2:16]2)=[N:35][NH:34][CH2:33][CH2:32][CH2:31][CH2:30][CH2:29][CH2:28][CH2:27][CH2:26]1.[C:36]([c:37]1[cH:38][cH:39][cH:40][cH:41][cH:42]1)([c:43]1[cH:44][cH:45][cH:46][cH:47][cH:48]1)([c:49]1[cH:50][cH:51][cH:52][cH:53][cH:54]1)[Cl:55].[ClH:1].[ClH:2].[NH2:3][CH:4]([C:5](=[O:6])[NH2:7])[CH:8]1[CH2:9][N:10]=[CH:11][NH:12][CH2:13]1.[O:56]=[CH:57][N:58]([CH3:59])[CH3:60]>>[NH2:3][CH:4]([C:5](=[O:6])[NH2:7])[CH:8]1[CH2:9][N:10]=[CH:11][N:12]([C:36]([c:37]2[cH:38][cH:39][cH:40][cH:41][cH:42]2)([c:43]2[cH:44][cH:45][cH:46][cH:47][cH:48]2)[c:49]2[cH:50][cH:51][cH:52][cH:53][cH:54]2)[CH2:13]1. Starting materials: C(C)(C)(C)OC=1C=C(C=O)C=CC1 (3-t-butoxybenzaldehyde), C(C)(=O)O (Acetic acid), O(C1=CC=CC=C1)C=1C=C(N)C=CC1 (3-phenoxyaniline), [BH-](OC(=O)C)(OC(=O)C)OC(=O)C.[Na+] (NaBH(OAc)3). The solvent is C1CCOC1 (THF), CCCCCC (hexane), C(C)(=O)OCC (ethyl acetate). Yields the product O(C1=CC=CC=C1)C=1C=C(C=CC1)NCC1=CC(=CC=C1)OC(C)(C)C (N-(3-phenoxyphenyl)[[3-(1,1-dimethyl-ethoxy)phenyl]methyl]amine). The yield is 41.6%. As a reaction SMILES: [C:1]([O:5][C:6]1[CH:7]=[C:8]([CH:11]=[CH:12][CH:13]=1)[CH:9]=O)([CH3:4])([CH3:3])[CH3:2].[O:14]([C:21]1[CH:22]=[C:23]([CH:25]=[CH:26][CH:27]=1)[NH2:24])[C:15]1[CH:20]=[CH:19][CH:18]=[CH:17][CH:16]=1.[BH-](OC(C)=O)(OC(C)=O)OC(C)=O.[Na+].C(O)(=O)C>C1COCC1.CCCCCC.C(OCC)(=O)C>[O:14]([C:21]1[CH:22]=[C:23]([NH:24][CH2:9][C:8]2[CH:11]=[CH:12][CH:13]=[C:6]([O:5][C:1]([CH3:4])([CH3:3])[CH3:2])[CH:7]=2)[CH:25]=[CH:26][CH:27]=1)[C:15]1[CH:16]=[CH:17][CH:18]=[CH:19][CH:20]=1 |f:2.3|. Procedure details: The 3-t-butoxybenzaldehyde (0.585 g, 3.27 mmol) product from EX-654A and 3-phenoxyaniline (0.595 g, 3.21 mmol) were combined in 50 mL of THF, then solid NaBH(OAc)3 (0.860 g, 4.06 mmol) was added, and the mixture was stirred until uniform. Acetic acid (0.2 g, 3.33 mmol) was added, and the mixture was stirred at room temperature for 4 h, then quenched with 5% aq. NaHCO3. The aqueous layer was separated and extracted twice with ether. The combined ether layers were washed with water and brine, drie... The reactants are C1(=CC=CC=C1)S(=O)(=O)NC=1C=C(C(=NC1)CCCC#N)C (5-benzenesulphonamido-2-(3-cyanopropyl)-3-methylpyridine), [OH-].[Na+] (sodium hydroxide), C(C)O (ethanol). RXN SMILES: [C:1]1([S:7]([NH:10][C:11]2[CH:12]=[C:13]([CH3:22])[C:14]([CH2:17][CH2:18]CC#N)=[N:15][CH:16]=2)(=[O:9])=[O:8])[CH:6]=[CH:5][CH:4]=[CH:3][CH:2]=1.[OH-:23].[Na+].[CH2:25]([OH:27])[CH3:26]>>[C:1]1([S:7]([NH:10][C:11]2[CH:12]=[C:13]([CH3:22])[C:14]([CH2:17][CH2:18][CH2:26][C:25]([OH:23])=[O:27])=[N:15][CH:16]=2)(=[O:9])=[O:8])[CH:6]=[CH:5][CH:4]=[CH:3][CH:2]=1 |f:1.2|. Procedure details: A solution of 5-benzenesulphonamido-2-(3-cyanopropyl)-3-methylpyridine (1.5 g) in ethanol (100 ml) and 15% w/v sodium hydroxide solution (20 ml) was refluxed for 8 hours. The ethanol was removed under reduced pressure and the pH of the remaining aqueous was adjusted to pH 4 when a white solid crystallised. The solid was collected and recrystallised from methanol to give the title compound (0.7 g) as white needles. m.p. 169°-179° C. Product: C1(=CC=CC=C1)S(=O)(=O)NC=1C=C(C(=NC1)CCCC(=O)O)C (4-(5-Benzenesulphonamido-3-methylpyrid-2-yl)butanoic acid).